Dataset: the Open Reaction Database (ORD), a public repository of structured organic reaction records. Task: describe an organic reaction: reactants, conditions, products, and yield The reactants are C(C1=CC=CC=C1)N1C(=NC=C1)CO (1-benzyl-2-hydroxymethyl-imidazole), S(=O)(Cl)Cl (thionylchloride). Solvent: C(Cl)Cl (methylenechloride). Conditions: time 4 hour. Yields the product Cl.C(C1=CC=CC=C1)N1C(=NC=C1)CCl (1-benzyl-2-chloromethyl-imidazole, hydrochloride). Reaction SMILES: [CH2:1]([N:8]1[CH:12]=[CH:11][N:10]=[C:9]1[CH2:13]O)[C:2]1[CH:7]=[CH:6][CH:5]=[CH:4][CH:3]=1.S(Cl)([Cl:17])=O>C(Cl)Cl>[ClH:17].[CH2:1]([N:8]1[CH:12]=[CH:11][N:10]=[C:9]1[CH2:13][Cl:17])[C:2]1[CH:7]=[CH:6][CH:5]=[CH:4][CH:3]=1 |f:3.4|. Procedure details: A solution of 1-benzyl-2-hydroxymethyl-imidazole (6 g, 32 mmol) in methylenechloride is slowly added thionylchloride (3.5 ml, 48 mmol) and after stirring at ambient temperature for 4 hours the reaction mixture is concentrated in vacuo yielding 1-benzyl-2-chloromethyl-imidazole, hydrochloride. The product is CN1CCN(CC1)C[C@H]1N(CCC1)CC(=O)N1C2=C(NC(C3=C1C=CC=C3)=O)C=CC=N2 ((S)-5,11-Dihydro-11-[[2-[(4-methyl-1-piperazinyl)methyl]-1-pyrrolidinyl]-acetyl]-6H-pyrido[2,3-b][1,4]benzodiazepin-6-one), ( D ). Procedure: The title compound is prepared analogously to Example 31 from 11-(chloroacetyl)-5,11-dihydro-6H-pyrido[2,3-b][1,4]benzodiazepin-6-one and (S)-(+)-2-[(4-methyl-1-piperazinyl) methyl]pyrrolidine to give colorless crystals, mp. 182°-185° C. (D) (from ethyl acetate/methanol 99:1 v/v); [α]D20 =-11.2° (ethanol). As a reaction SMILES: Cl[CH2:2][C:3]([N:5]1[C:11]2[CH:12]=[CH:13][CH:14]=[CH:15][C:10]=2[C:9](=[O:16])[NH:8][C:7]2[CH:17]=[CH:18][CH:19]=[N:20][C:6]1=2)=[O:4].[CH3:21][N:22]1[CH2:27][CH2:26][N:25]([CH2:28][C@@H:29]2[CH2:33][CH2:32][CH2:31][NH:30]2)[CH2:24][CH2:23]1>>[CH3:21][N:22]1[CH2:23][CH2:24][N:25]([CH2:28][C@@H:29]2[CH2:33][CH2:32][CH2:31][N:30]2[CH2:2][C:3]([N:5]2[C:11]3[CH:12]=[CH:13][CH:14]=[CH:15][C:10]=3[C:9](=[O:16])[NH:8][C:7]3[CH:17]=[CH:18][CH:19]=[N:20][C:6]2=3)=[O:4])[CH2:26][CH2:27]1. Starting materials: ClCC(=O)N1C2=C(NC(C3=C1C=CC=C3)=O)C=CC=N2 (11-(chloroacetyl)-5,11-dihydro-6H-pyrido[2,3-b][1,4]benzodiazepin-6-one), CN1CCN(CC1)C[C@H]1NCCC1 ((S)-(+)-2-[(4-methyl-1-piperazinyl) methyl]pyrrolidine). Yields the product CCOC(=O)C1CCN(c2ccc(C(=O)Nc3cccc(C(C)(C)C)c3)cc2)CC1. Reaction SMILES: [C:1]([CH3:2])([CH3:3])([CH3:4])[c:5]1[cH:6][c:7]([NH2:8])[cH:9][cH:10][cH:11]1.[CH2:12]([CH3:13])[O:14][C:15](=[O:16])[CH:17]1[CH2:18][CH2:19][N:20]([c:23]2[cH:24][cH:25][c:26]([C:29](=[O:30])[OH:31])[cH:27][cH:28]2)[CH2:21][CH2:22]1.[CH3:32][CH2:33][N:34]=[C:35]=[N:36][CH2:37][CH2:38][CH2:39][N:40]([CH3:41])[CH3:42].[Cl:43][CH2:44][Cl:45]>>[C:1]([CH3:2])([CH3:3])([CH3:4])[c:5]1[cH:6][c:7]([NH:8][C:29]([c:26]2[cH:25][cH:24][c:23]([N:20]3[CH2:19][CH2:18][CH:17]([C:15]([O:14][CH2:12][CH3:13])=[O:16])[CH2:22][CH2:21]3)[cH:28][cH:27]2)=[O:30])[cH:9][cH:10][cH:11]1. The reactants are CC(C)(C)c1cccc(N)c1, CCOC(=O)C1CCN(c2ccc(C(=O)O)cc2)CC1, CCN=C=NCCCN(C)C, ClCCl. Starting materials: COC(CN1C(C(CC=C(C1)CS(=O)(=O)C)NC(=O)C1=NC=CC2=CC=CC=C12)=O)=O ({6-[(methane-sulfonyl)methyl]-3-[(isoquinoline-1-carbonyl)-amino]-2-oxo-2,3,4,7-tetrahydro-azepin-1-yl}-acetic acid methyl ester), [N-]=[N+]=[N-].[Na+] (sodium azide). The solvent is O (water), CN(C)C=O (DMF). Reaction conditions: temperature 50 celsius, time 18 hour. Product: COC(CN1C(C(CC=C(C1)CN=[N+]=[N-])NC(=O)C1=NC=CC2=CC=CC=C12)=O)=O ({6-azidomethyl-3-[(isoquinoline-1-carbonyl)-amino]-2-oxo-2,3,4,7-tetrahydro-azepin-1-yl}-acetic methyl ester). Yield: 59.0%. As a reaction SMILES: [CH3:1][O:2][C:3](=[O:31])[CH2:4][N:5]1[CH2:11][C:10]([CH2:12]S(C)(=O)=O)=[CH:9][CH2:8][CH:7]([NH:17][C:18]([C:20]2[C:29]3[C:24](=[CH:25][CH:26]=[CH:27][CH:28]=3)[CH:23]=[CH:22][N:21]=2)=[O:19])[C:6]1=[O:30].[N-:32]=[N+:33]=[N-:34].[Na+]>CN(C=O)C.O>[CH3:1][O:2][C:3](=[O:31])[CH2:4][N:5]1[CH2:11][C:10]([CH2:12][N:32]=[N+:33]=[N-:34])=[CH:9][CH2:8][CH:7]([NH:17][C:18]([C:20]2[C:29]3[C:24](=[CH:25][CH:26]=[CH:27][CH:28]=3)[CH:23]=[CH:22][N:21]=2)=[O:19])[C:6]1=[O:30] |f:1.2|. Procedure: To a solution of {6-[(methane-sulfonyl)methyl]-3-[(isoquinoline-1-carbonyl)-amino]-2-oxo-2,3,4,7-tetrahydro-azepin-1-yl}-acetic acid methyl ester, 23, (1.62 g, 3.52 mmol) in DMF(10 mL) is added sodium azide at room temperature. The reaction is then heated to 50° C. and stirred 18 hours after which time the solution is diluted with water. The resulting solution is extracted three times with CH2Cl2 (70 mL), the organic layers combined and washed with saturated NaHCO3, saturated NaCl, and dried (Na... Starting materials: ClCCl, CS(C)=O, CC(C)=O, CCCCCCC, ClCc1ccc(OCC2CC2)cc1, CCN(C(C)C)C(C)C, OC(c1ccc(C(F)(F)F)cc1)(c1ccc(C(F)(F)F)cc1)C1CCNCC1. Product: OC(c1ccc(C(F)(F)F)cc1)(c1ccc(C(F)(F)F)cc1)C1CCN(Cc2ccc(OCC3CC3)cc2)CC1. As a reaction SMILES: [CH2:55]([Cl:56])[Cl:57].[CH3:51][S:52](=[O:53])[CH3:54].[CH3:58][C:59](=[O:60])[CH3:61].[CH3:62][CH2:63][CH2:64][CH2:65][CH2:66][CH2:67][CH3:68].[CH:1]1([CH2:4][O:5][c:6]2[cH:7][cH:8][c:9]([CH2:12][Cl:13])[cH:10][cH:11]2)[CH2:2][CH2:3]1.[CH:42]([N:43]([CH2:44][CH3:45])[CH:46]([CH3:47])[CH3:48])([CH3:49])[CH3:50].[F:14][C:15]([c:16]1[cH:17][cH:18][c:19]([C:22]([CH:23]2[CH2:24][CH2:25][NH:26][CH2:27][CH2:28]2)([OH:29])[c:30]2[cH:31][cH:32][c:33]([C:36]([F:37])([F:38])[F:39])[cH:34][cH:35]2)[cH:20][cH:21]1)([F:40])[F:41]>>[CH:1]1([CH2:4][O:5][c:6]2[cH:7][cH:8][c:9]([CH2:12][N:26]3[CH2:25][CH2:24][CH:23]([C:22]([c:19]4[cH:18][cH:17][c:16]([C:15]([F:14])([F:40])[F:41])[cH:21][cH:20]4)([OH:29])[c:30]4[cH:31][cH:32][c:33]([C:36]([F:37])([F:38])[F:39])[cH:34][cH:35]4)[CH2:28][CH2:27]3)[cH:10][cH:11]2)[CH2:2][CH2:3]1. The reactants are Cc1ccccc1N, Cc1nc2ccccc2c(Cl)c1CCCl, CCO. Product: Cc1ccccc1N1CCc2c(C)nc3ccccc3c21. Reaction SMILES: [CH3:16][c:17]1[c:18]([NH2:19])[cH:20][cH:21][cH:22][cH:23]1.[CH3:1][c:2]1[n:3][c:4]2[cH:5][cH:6][cH:7][cH:8][c:9]2[c:10]([Cl:15])[c:11]1[CH2:12][CH2:13][Cl:14].[CH3:24][CH2:25][OH:26]>>[CH3:1][c:2]1[n:3][c:4]2[cH:5][cH:6][cH:7][cH:8][c:9]2[c:10]2[c:11]1[CH2:12][CH2:13][N:19]2[c:18]1[c:17]([CH3:16])[cH:23][cH:22][cH:21][cH:20]1. Reactants: COCCC[Si@@H]1CC[C@H](CC1)CC[C@@H]1CC[C@H](CC1)C1=CC=C(C=C1)Br (4-(trans-4-(2-(trans-4-(3-methoxypropyl)-4-silacyclohexyl)ethyl)cyclohexyl)phenyl bromide), BrC1=CC(=C(C=C1)F)F (1-bromo-3,4-difluorobenzene), [Mg] (magnesium), tetrakis triphenylphosphine palladium. The solvent is C1CCOC1 (THF), C1CCOC1 (THF). The product is COCCC[Si@@H]1CC[C@H](CC1)CC[C@@H]1CC[C@H](CC1)C1=CC=C(C=C1)C1=CC(=C(C=C1)F)F (4-(trans-4-(2-(trans-4-(3-methoxypropyl)-4-silacyclohexyl)ethyl)cyclohexyl)-3',4'-difluorobiphenyl). Yield: 61.4%. As a reaction SMILES: Br[C:2]1[CH:7]=[CH:6][C:5]([F:8])=[C:4]([F:9])[CH:3]=1.[Mg].[CH3:11][O:12][CH2:13][CH2:14][CH2:15][Si@H:16]1[CH2:21][CH2:20][C@H:19]([CH2:22][CH2:23][C@H:24]2[CH2:29][CH2:28][C@H:27]([C:30]3[CH:35]=[CH:34][C:33](Br)=[CH:32][CH:31]=3)[CH2:26][CH2:25]2)[CH2:18][CH2:17]1>C1COCC1>[CH3:11][O:12][CH2:13][CH2:14][CH2:15][Si@H:16]1[CH2:17][CH2:18][C@H:19]([CH2:22][CH2:23][C@H:24]2[CH2:29][CH2:28][C@H:27]([C:30]3[CH:35]=[CH:34][C:33]([C:2]4[CH:7]=[CH:6][C:5]([F:8])=[C:4]([F:9])[CH:3]=4)=[CH:32][CH:31]=3)[CH2:26][CH2:25]2)[CH2:20][CH2:21]1. Procedure: 19.3 g (0.1 mol) of 1-bromo-3,4-difluorobenzene was dripped into a mixture of 2.5 g (0.11 mol) of magnesium and 300 ml of THF to obtain a Grignard's reagent. This solution was then dripped into a 500 ml THF solution of 0.5 g of tetrakis triphenylphosphine palladium and 43.8 g (0.1 mol) of 4-(trans-4-(2-(trans-4-(3-methoxypropyl)-4-silacyclohexyl)ethyl)cyclohexyl)phenyl bromide. After a conventional after treatment, purification was conducted by means of chromatography to obtain 28.9 g (yield 61....